This data is from the Open Reaction Database (ORD), a public repository of structured organic reaction records. The task is: describe an organic reaction: reactants, conditions, products, and yield Reactants: C(C)OC(=O)C1N(C2=CC=CC=C2C1)C(C(=C)C)=O (1-methacryloylindoline-2-carboxylic acid ethyl ester), C(C)(=S)O (thioacetic acid). Reaction conditions: time 4 day. Yields the product C(C)OC(=O)C1N(C2=CC=CC=C2C1)C(C(CSC(C)=O)C)=O (1-(3-acetylthio-2-methylpropanoyl)-indoline-2-carboxylic acid ethyl ester). As a reaction SMILES: [CH2:1]([O:3][C:4]([CH:6]1[CH2:14][C:13]2[C:8](=[CH:9][CH:10]=[CH:11][CH:12]=2)[N:7]1[C:15](=[O:19])[C:16]([CH3:18])=[CH2:17])=[O:5])[CH3:2].[C:20]([OH:23])(=[S:22])[CH3:21]>>[CH2:1]([O:3][C:4]([CH:6]1[CH2:14][C:13]2[C:8](=[CH:9][CH:10]=[CH:11][CH:12]=2)[N:7]1[C:15](=[O:19])[CH:16]([CH3:18])[CH2:17][S:22][C:20](=[O:23])[CH3:21])=[O:5])[CH3:2]. Reported procedure: The mixture of 3.0 g of 1-methacryloylindoline-2-carboxylic acid ethyl ester and 0.97 g of thioacetic acid is stirred under nitrogen at room temperature for 4 days. Traces of thioacetic acid are removed by distillation, to give the 1-(3-acetylthio-2-methylpropanoyl)-indoline-2-carboxylic acid ethyl ester, showing peaks in the NMR-spectrum at 9.45, 2.33 and 1.25 ppm. Said compound can also be prepared analogous to the method illustrated by Example 1. The reactants are [Br-], CC(C)C(=O)Cl, N#Cc1cccc([Zn+])c1, N#C[Cu]C#N, [I-], [Li+], C1CCOC1. The product is CC(C)C(=O)c1cccc(C#N)c1. As a reaction SMILES: [Br-:7].[C:18]([CH:19]([CH3:20])[CH3:21])(=[O:22])[Cl:23].[C:9](#[N:10])[c:11]1[cH:12][c:13]([Zn+:17])[cH:14][cH:15][cH:16]1.[Cu:1]([C:2]#[N:3])[C:4]#[N:5].[I-:8].[Li+:6].[O:24]1[CH2:25][CH2:26][CH2:27][CH2:28]1>>[C:9](#[N:10])[c:11]1[cH:12][c:13]([C:18]([CH:19]([CH3:20])[CH3:21])=[O:22])[cH:14][cH:15][cH:16]1.